Dataset: the Open Reaction Database (ORD), a public repository of structured organic reaction records. Task: describe an organic reaction: reactants, conditions, products, and yield The reactants are S(C)(=O)(=O)[O-] (mesylate), C(C)(C)(C)OC(=O)N1[C@@H](C[C@@H](C1)OS(=O)(=O)C)C(NC1(CC1)C#N)=O ((2S,4S)-2-(1-cyano-cyclopropylcarbamoyl)-4-methanesulfonyloxy-pyrrolidine-1-carboxylic acid t-butyl ester), N1(C=NC=C1)C1=CC=C(C=C1)S (4-imidazol-1-yl-benzenethiol). The product is C(C)(C)(C)OC(=O)N1[C@@H](C[C@H](C1)SC1=CC=C(C=C1)N1C=NC=C1)C(NC1(CC1)C#N)=O ((2S,4R)-2-(1-cyano-cyclopropylcarbamoyl)-4-(4-imidazol-1-yl-phenylsulfanyl)-pyrrolidine-1-carboxylic acid t-butyl ester). As a reaction SMILES: S([O-])(=O)(=O)C.[C:6]([O:10][C:11]([N:13]1[CH2:17][C@@H:16](OS(C)(=O)=O)[CH2:15][C@H:14]1[C:23](=[O:30])[NH:24][C:25]1([C:28]#[N:29])[CH2:27][CH2:26]1)=[O:12])([CH3:9])([CH3:8])[CH3:7].[N:31]1([C:36]2[CH:41]=[CH:40][C:39]([SH:42])=[CH:38][CH:37]=2)[CH:35]=[CH:34][N:33]=[CH:32]1>>[C:6]([O:10][C:11]([N:13]1[CH2:17][C@H:16]([S:42][C:39]2[CH:38]=[CH:37][C:36]([N:31]3[CH:35]=[CH:34][N:33]=[CH:32]3)=[CH:41][CH:40]=2)[CH2:15][C@H:14]1[C:23](=[O:30])[NH:24][C:25]1([C:28]#[N:29])[CH2:27][CH2:26]1)=[O:12])([CH3:9])([CH3:8])[CH3:7]. Reported procedure: The reaction of the mesylate from experiment A2 with 4-imidazol-1-yl-benzenethiol (prepared according to patent application FR 2267101, 1975) yielded (2S,4R)-2-(1-cyano-cyclopropylcarbamoyl)-4-(4-imidazol-1-yl-phenylsulfanyl)-pyrrolidine-1-carboxylic acid t-butyl ester as a colorless foam. MS: 454.2 [M+H]+. The reactants are CCBr, Brc1cccc2nccn12, CCOC(=O)C(=O)OCC, C1CCOC1. The product is CCOC(=O)C(=O)c1cccc2nccn12. As a reaction SMILES: [Br:11][CH2:12][CH3:13].[Br:1][c:2]1[cH:3][cH:4][cH:5][c:6]2[n:7]1[cH:8][cH:9][n:10]2.[C:14]([C:15](=[O:16])[O:17][CH2:18][CH3:19])(=[O:20])[O:21][CH2:22][CH3:23].[O:24]1[CH2:25][CH2:26][CH2:27][CH2:28]1>>[c:2]1([C:14]([C:15](=[O:16])[O:17][CH2:18][CH3:19])=[O:20])[cH:3][cH:4][cH:5][c:6]2[n:7]1[cH:8][cH:9][n:10]2. The reactants are C(C)[Mg]Br (Ethylmagnesium bromide), COC1=CC=C2C(=N1)NC=C2 (6-methoxy-1H-pyrrolo[2,3-b]pyridine), COC=1C=C(C(=O)Cl)C=C(C1OC)OC (3,4,5-trimethoxybenzoyl chloride), [Cl-].[Al+3].[Cl-].[Cl-] (aluminum chloride). The reagents and catalysts are [Cl-].[Zn+2].[Cl-] (zinc chloride). The solvent is C(Cl)Cl (CH2Cl2), C(Cl)Cl (CH2Cl2). Reaction conditions: time 1 hour. Product: COC1=CC=C2C(=N1)NC=C2C(=O)C2=CC(=C(C(=C2)OC)OC)OC ((6-methoxy-1H-pyrrolo[2,3-b]pyridin-3-yl)-(3,4,5-trimethoxy-phenyl)-methanone). As a reaction SMILES: C([Mg]Br)C.[CH3:5][O:6][C:7]1[N:12]=[C:11]2[NH:13][CH:14]=[CH:15][C:10]2=[CH:9][CH:8]=1.[CH3:16][O:17][C:18]1[CH:19]=[C:20]([CH:24]=[C:25]([O:29][CH3:30])[C:26]=1[O:27][CH3:28])[C:21](Cl)=[O:22].[Cl-].[Al+3].[Cl-].[Cl-]>C(Cl)Cl.[Cl-].[Zn+2].[Cl-]>[CH3:5][O:6][C:7]1[N:12]=[C:11]2[NH:13][CH:14]=[C:15]([C:21]([C:20]3[CH:24]=[C:25]([O:29][CH3:30])[C:26]([O:27][CH3:28])=[C:18]([O:17][CH3:16])[CH:19]=3)=[O:22])[C:10]2=[CH:9][CH:8]=1 |f:3.4.5.6,8.9.10|. Procedure details: Ethylmagnesium bromide (3.0 M solution in diethyl ether, 0.33 mL) was added to a mixture of 6-methoxy-1H-pyrrolo[2,3-b]pyridine (0.108 g, 0.73 mmol) and anhydrous zinc chloride (0.201 g, 1.46 mmol) in dry CH2Cl2 (20 mL) over 10 min at room temperature. The suspension was stirred for 1 h and 3,4,5-trimethoxybenzoyl chloride (0.252 g, 1.09 mmol) in dry CH2Cl2 (10 mL) was then added dropwise over 5 min. After the reaction mixture was stirred for 1 h, aluminum chloride (0.097 g, 0.73 mmol) was added... Reactants: CC(C)(C)O, C=C(C)CC, CCOC(C)=O, CCOC(=O)c1[nH]c(C=O)cc1C, [O-][Cl+][O-], Cl, [Na+], [Na+], O, O, O=P([O-])(O)O. The product is CCOC(=O)c1[nH]c(C(=O)O)cc1C. RXN SMILES: [C:31]([OH:32])([CH3:33])([CH3:34])[CH3:35].[CH3:14][C:15]([CH2:16][CH3:17])=[CH2:18].[CH3:37][CH2:38][O:39][C:40]([CH3:41])=[O:42].[CH:1](=[O:2])[c:3]1[cH:4][c:5]([CH3:13])[c:6]([C:8](=[O:9])[O:10][CH2:11][CH3:12])[nH:7]1.[Cl+:26]([O-:27])[O-:28].[ClH:30].[Na+:25].[Na+:29].[OH2:19].[OH2:36].[P:20](=[O:21])([O-:22])([OH:23])[OH:24]>>[C:1](=[O:2])([c:3]1[cH:4][c:5]([CH3:13])[c:6]([C:8](=[O:9])[O:10][CH2:11][CH3:12])[nH:7]1)[OH:21]. Starting materials: BrC1=C(C=CC=C1)SCS(=O)(=O)O ([(o-bromophenyl)thio]methanesulfonic acid), [Na] (sodium), P(Cl)(Cl)(Cl)(Cl)Cl (phosphorus pentachloride), ice. The solvent is CCOCC (ether). The product is ClCSC1=C(C=CC=C1)Br (o-Bromophenyl chloromethyl sulfide). Isolated yield 86.2%. RXN SMILES: [Br:1][C:2]1[CH:7]=[CH:6][CH:5]=[CH:4][C:3]=1[S:8][CH2:9]S(O)(=O)=O.[Na].P(Cl)(Cl)(Cl)(Cl)[Cl:16]>CCOCC>[Cl:16][CH2:9][S:8][C:3]1[CH:4]=[CH:5][CH:6]=[CH:7][C:2]=1[Br:1] |^1:13|. Reported procedure: A mixture of 60.4 g of [(o-bromophenyl)thio]methanesulfonic acid, sodium salt and 98.0 g of phosphorus pentachloride is blended until liquified, diluted with 600 ml of ether, and then poured on 1.2 kg of crushed ice. The ether layer is separated, washed, dried, and concentrated to give about 43.7 g of the named compound, bp about 86° (0.6 mm), mp about 28°-30°. The reactants are C(C1=CC=CC=C1)OC1=C(C(=[N+](C2=CC=CC=C12)[O-])C)C (4-benzyloxy-2,3-dimethylquinoline-1-oxide), C([O-])([O-])=O.[K+].[K+] (potassium carbonate), C1(=CC=C(C=C1)S(=O)(=O)Cl)C (p-toluenesulfonyl chloride). Run in C(C)#N (acetonitrile). Run at time 12 hour. Yields the product C(C1=CC=CC=C1)OC1=C(C(=NC2=CC=CC=C12)COS(=O)(=O)C1=CC=C(C=C1)C)C (p-toluenesulfonic acid [4-(benzyloxy)-3-methylquinolin-2-yl]methyl ester). Isolated yield 40.7%. Reaction SMILES: [CH2:1]([O:8][C:9]1[C:18]2[C:13](=[CH:14][CH:15]=[CH:16][CH:17]=2)[N+:12]([O-])=[C:11]([CH3:20])[C:10]=1[CH3:21])[C:2]1[CH:7]=[CH:6][CH:5]=[CH:4][CH:3]=1.C(=O)([O-])[O-:23].[K+].[K+].[C:28]1([CH3:38])[CH:33]=[CH:32][C:31]([S:34](Cl)(=[O:36])=[O:35])=[CH:30][CH:29]=1>C(#N)C>[CH2:1]([O:8][C:9]1[C:18]2[C:13](=[CH:14][CH:15]=[CH:16][CH:17]=2)[N:12]=[C:11]([CH2:20][O:35][S:34]([C:31]2[CH:32]=[CH:33][C:28]([CH3:38])=[CH:29][CH:30]=2)(=[O:23])=[O:36])[C:10]=1[CH3:21])[C:2]1[CH:7]=[CH:6][CH:5]=[CH:4][CH:3]=1 |f:1.2.3|. Reported procedure: To a mixture of 4-benzyloxy-2,3-dimethylquinoline-1-oxide (21.2 g), potassium carbonate (20.9 g), and acetonitrile (400 mL) was added p-toluenesulfonyl chloride (18.8 g), followed by stirring at room temperature for 12 hours. Insolubles were removed by filtration, and the filtrate was concentrated under reduced pressure. Water (500 mL) was added to the residue, followed by twice extractions with ethyl acetate (500 mL). The organic layer was washed with saturated brine and then dried over anhydro... The reactants are CCN(C(C)C)C(C)C, CC(C)O, ClC(Cl)Cl, COCCl, ClCCl, CC(O)c1ccc(F)nc1. Product: COCOC(C)c1ccc(F)nc1. As a reaction SMILES: [CH:1]([N:2]([CH:3]([CH3:4])[CH3:5])[CH2:6][CH3:7])([CH3:8])[CH3:9].[CH:27]([OH:28])([CH3:29])[CH3:30].[CH:31]([Cl:32])([Cl:33])[Cl:34].[Cl:10][CH2:11][O:12][CH3:13].[Cl:24][CH2:25][Cl:26].[F:14][c:15]1[cH:16][cH:17][c:18]([CH:21]([CH3:22])[OH:23])[cH:19][n:20]1>>[CH2:11]([O:12][CH3:13])[O:23][CH:21]([c:18]1[cH:17][cH:16][c:15]([F:14])[n:20][cH:19]1)[CH3:22]. Reactants: COc1ccc(-n2nc(C3(O)CCC4(CC3)OCCO4)cc2-c2ccc(C)cc2)cc1, Cl, [Na+], C1CCOC1, [OH-]. The product is COc1ccc(-n2nc(C3(O)CCC(=O)CC3)cc2-c2ccc(C)cc2)cc1. As a reaction SMILES: [CH3:1][O:2][c:3]1[cH:4][cH:5][c:6](-[n:9]2[n:10][c:11]([C:21]3([OH:31])[CH2:22][CH2:23][C:24]4([O:25][CH2:28][CH2:27][O:26]4)[CH2:29][CH2:30]3)[cH:12][c:13]2-[c:14]2[cH:15][cH:16][c:17]([CH3:20])[cH:18][cH:19]2)[cH:7][cH:8]1.[ClH:39].[Na+:33].[O:34]1[CH2:35][CH2:36][CH2:37][CH2:38]1.[OH-:32]>>[CH3:1][O:2][c:3]1[cH:4][cH:5][c:6](-[n:9]2[n:10][c:11]([C:21]3([OH:31])[CH2:22][CH2:23][C:24](=[O:25])[CH2:29][CH2:30]3)[cH:12][c:13]2-[c:14]2[cH:15][cH:16][c:17]([CH3:20])[cH:18][cH:19]2)[cH:7][cH:8]1.